Dataset: the Open Reaction Database (ORD), a public repository of structured organic reaction records. Task: describe an organic reaction: reactants, conditions, products, and yield Reactants: ClCCl, Cc1cc(-c2nc3sc4ccccc4n3c2C(Cl)C(=O)N(C)C)c(C)s1, Cl. Product: Cc1cc(-c2nc3sc4ccccc4n3c2CC(=O)N(C)C)c(C)s1. RXN SMILES: [Cl:28][CH2:29][Cl:30].[Cl:2][CH:3]([C:4](=[O:5])[N:6]([CH3:7])[CH3:8])[c:9]1[c:10](-[c:21]2[c:22]([CH3:27])[s:23][c:24]([CH3:26])[cH:25]2)[n:11][c:12]2[s:13][c:14]3[c:15]([n:16]12)[cH:17][cH:18][cH:19][cH:20]3.[ClH:1]>>[CH2:3]([C:4](=[O:5])[N:6]([CH3:7])[CH3:8])[c:9]1[c:10](-[c:21]2[c:22]([CH3:27])[s:23][c:24]([CH3:26])[cH:25]2)[n:11][c:12]2[s:13][c:14]3[c:15]([n:16]12)[cH:17][cH:18][cH:19][cH:20]3. Reactants: C(C)(C)(C)OC(=O)N1CCCC2=CC(=CN=C12)B1OC(C(O1)(C)C)(C)C (6-(4,4,5,5-Tetramethyl-[1,3,2]dioxaborolan-2-yl)-3,4-dihydro-2H-[1,8]naphthyridine-1-carboxylic acid tert-butyl ester), BrC1=C(C(=O)N)C=CN=C1 (3-bromo-isonicotinamide), C(=O)([O-])[O-].[Na+].[Na+] (Na2CO3). The reagents and catalysts are Cl[Pd]([P](C1=CC=CC=C1)(C2=CC=CC=C2)C3=CC=CC=C3)([P](C4=CC=CC=C4)(C5=CC=CC=C5)C6=CC=CC=C6)Cl (Pd(PPh3)2Cl2). Run in COCCOC (DME), CCO (EtOH), C(Cl)Cl (DCM), O (water). Product: C(C)(C)(C)OC(=O)N1CCCC2=CC(=CN=C12)C=1C=NC=CC1C(N)=O (6-(4-carbamoyl-pyridin-3-yl)-3,4-dihydro-2H-[1,8]naphthyridine-1-carboxylic acid tert-butyl ester). Yield: 23.5%. RXN SMILES: [C:1]([O:5][C:6]([N:8]1[C:17]2[C:12](=[CH:13][C:14](B3OC(C)(C)C(C)(C)O3)=[CH:15][N:16]=2)[CH2:11][CH2:10][CH2:9]1)=[O:7])([CH3:4])([CH3:3])[CH3:2].Br[C:28]1[CH:36]=[N:35][CH:34]=[CH:33][C:29]=1[C:30]([NH2:32])=[O:31].C([O-])([O-])=O.[Na+].[Na+]>COCCOC.CCO.C(Cl)Cl.O.Cl[Pd](Cl)([P](C1C=CC=CC=1)(C1C=CC=CC=1)C1C=CC=CC=1)[P](C1C=CC=CC=1)(C1C=CC=CC=1)C1C=CC=CC=1>[C:1]([O:5][C:6]([N:8]1[C:17]2[C:12](=[CH:13][C:14]([C:33]3[CH:34]=[N:35][CH:36]=[CH:28][C:29]=3[C:30](=[O:31])[NH2:32])=[CH:15][N:16]=2)[CH2:11][CH2:10][CH2:9]1)=[O:7])([CH3:2])([CH3:3])[CH3:4] |f:2.3.4,^1:58,77|. Procedure: 6-(4,4,5,5-Tetramethyl-[1,3,2]dioxaborolan-2-yl)-3,4-dihydro-2H-[1,8]naphthyridine-1-carboxylic acid tert-butyl ester (100 mg, 0.36 mmol), 3-bromo-isonicotinamide (80 mg, 0.40 mmol), saturated Na2CO3 aqueous solution (1.0 mL) and Pd(PPh3)2Cl2 (24 mg, 0.034 mmol) are mixed in DME (5.0 mL) and EtOH (5.0 mL). The reaction mixture is microwaved at 140° C. for 45 mins. Then mixture is diluted with DCM and water. The organic layer is separated and concentrated to give the crude product. Purification b... Starting materials: C1OC=2C=C(C=CC2O1)CC(=O)OC (methyl 3,4-methylenedioxyphenylacetate), [N+](=O)([O-])C1=CC=C(C(=O)O)C=C1 (4-nitrobenzoic acid), O=P12OP3(=O)OP(=O)(O1)OP(=O)(O2)O3 (P2O5), C(=O)([O-])[O-].[K+].[K+] (K2CO3). The solvent is C(CCl)Cl (ClCH2CH2Cl), O (water). The product is C1OC2=CC(=C(C=C2O1)CC(=O)OC)C(C1=CC=C(C=C1)[N+](=O)[O-])=O (Methyl 4,5-Methylenedioxy-2-(4-nitrobenzoyl)phenylacetate). Yield: 50.0%. RXN SMILES: [CH2:1]1[O:9][C:8]2[CH:7]=[CH:6][C:5]([CH2:10][C:11]([O:13][CH3:14])=[O:12])=[CH:4][C:3]=2[O:2]1.[N+:15]([C:18]1[CH:26]=[CH:25][C:21]([C:22](O)=[O:23])=[CH:20][CH:19]=1)([O-:17])=[O:16].O=P12OP3(OP(OP(O3)(O1)=O)(=O)O2)=O.C([O-])([O-])=O.[K+].[K+]>C(Cl)CCl.O>[CH2:1]1[O:2][C:3]2[C:8](=[CH:7][C:6]([C:22](=[O:23])[C:21]3[CH:20]=[CH:19][C:18]([N+:15]([O-:17])=[O:16])=[CH:26][CH:25]=3)=[C:5]([CH2:10][C:11]([O:13][CH3:14])=[O:12])[CH:4]=2)[O:9]1 |f:3.4.5|. Procedure details: To a solution of methyl 3,4-methylenedioxyphenylacetate (5.4 g, 28 mmol) in ClCH2CH2Cl (100 mL) was added 4-nitrobenzoic acid (7.2 g, 43 mmol) and P2O5 (18 g) at room temperature under argon. The mixture was refluxed for 28 h, cooled to room temperature, then cold water was added slowly. The resulting mixture was carefully neutralized with solid K2CO3, and extracted with 1:1 hexane/EtOAc (2×300 mL). The combined extracts were washed with water and brine, and dried over Na2SO4. The solvent was re... Reactants: FC(F)(F)Oc1ccccc1OCC#CCl, O, OCCO. The product is O=C1CCOc2c(OC(F)(F)F)cccc21. RXN SMILES: [Cl:1][C:2]#[C:3][CH2:4][O:5][c:6]1[c:7]([O:12][C:13]([F:14])([F:15])[F:16])[cH:8][cH:9][cH:10][cH:11]1.[OH2:17].[OH:18][CH2:19][CH2:20][OH:21]>>[C:2]1(=[O:17])[CH2:3][CH2:4][O:5][c:6]2[c:7]([O:12][C:13]([F:14])([F:15])[F:16])[cH:8][cH:9][cH:10][c:11]21. The reactants are C(CC)N1C(=O)N(C(=O)C(=C1N)N)CCC (1,3-dipropyl-5,6-diaminouracil), C(C1=CC=CC=C1)(=O)O (benzoic acid). Run in CO (methanol). Run at time 30 minute. Product: C(CC)N1C(=O)N(C=2N=C(NC2C1=O)C1=CC=CC=C1)CCC (1,3-Dipropyl-8-Phenylxanthine). The yield is 77.0%. RXN SMILES: [CH2:1]([N:4]1[C:11]([NH2:12])=[C:10]([NH2:13])[C:8](=[O:9])[N:7]([CH2:14][CH2:15][CH3:16])[C:5]1=[O:6])[CH2:2][CH3:3].[C:17](O)(=O)[C:18]1[CH:23]=[CH:22][CH:21]=[CH:20][CH:19]=1>CO>[CH2:14]([N:7]1[C:8](=[O:9])[C:10]2[NH:13][C:17]([C:18]3[CH:23]=[CH:22][CH:21]=[CH:20][CH:19]=3)=[N:12][C:11]=2[N:4]([CH2:1][CH2:2][CH3:3])[C:5]1=[O:6])[CH2:15][CH3:16]. Procedure details: 1,3-dipropyl-5,6-diaminouracil (0.01 mol) was dissolved in 30 ml methanol, followed by 0.01 mol of benzoic acid and then 0.01 mol of DICD. The solution was stirred for 30 min at room temperature, filtered, and washed with a small amount of methanol. The solid was boiled for ten minutes in 2.5N KOH, filtered hot, and the liquid neutralized with concentrated HCl. The solid was collcted by filtration, washed with water, redissolved in 100 ml with a minimum amount of KOH, precipitated by neutralizat... The reactants are N(=O)OCCC(C)C (isoamyl nitrite), NC1=C(OC=2C(=NC=CC2)OC(C(=O)OCC)C)C=C(C(=C1)F)N1C(N(C(=CC1=O)C(F)(F)F)C)=O (ethyl 2-[3-{2-amino-4-fluoro-5-[3-methyl-2,6-dioxo-4-(trifluoromethyl)-1,2,3,6-tetrahydropyrimidin-1-yl]phenoxy}-2-pyridyloxy]propionate), Cl (hydrochloric acid). The reagents and catalysts are [Cu]Cl (copper (I) chloride), [Cu](Cl)Cl (copper (II) chloride). Run in C(C)#N (acetonitrile), C(C)#N (acetonitrile). Run at time 3 hour. Yields the product ClC1=C(OC=2C(=NC=CC2)OC(C(=O)OCC)C)C=C(C(=C1)F)N1C(N(C(=CC1=O)C(F)(F)F)C)=O (ethyl 2-[3-{2-chloro-4-fluoro-5-[3-methyl-2,6-dioxo-4-(trifluoromethyl)-1,2,3, 6-tetrahydropyrimidin-1-yl]phenoxy}-2-pyridyloxy]propionate). Reaction SMILES: N(OCCC(C)C)=O.N[C:10]1[CH:30]=[C:29]([F:31])[C:28]([N:32]2[C:37](=[O:38])[CH:36]=[C:35]([C:39]([F:42])([F:41])[F:40])[N:34]([CH3:43])[C:33]2=[O:44])=[CH:27][C:11]=1[O:12][C:13]1[C:14]([O:19][CH:20]([CH3:26])[C:21]([O:23][CH2:24][CH3:25])=[O:22])=[N:15][CH:16]=[CH:17][CH:18]=1.[ClH:45]>C(#N)C.[Cu]Cl.[Cu](Cl)Cl>[Cl:45][C:10]1[CH:30]=[C:29]([F:31])[C:28]([N:32]2[C:37](=[O:38])[CH:36]=[C:35]([C:39]([F:42])([F:41])[F:40])[N:34]([CH3:43])[C:33]2=[O:44])=[CH:27][C:11]=1[O:12][C:13]1[C:14]([O:19][CH:20]([CH3:26])[C:21]([O:23][CH2:24][CH3:25])=[O:22])=[N:15][CH:16]=[CH:17][CH:18]=1. Procedure: A solution of 10.99 g of isoamyl nitrite in 10 ml of acetonitrile was added to a mixture of 15.46 g of ethyl 2-[3-{2-amino-4-fluoro-5-[3-methyl-2,6-dioxo-4-(trifluoromethyl)-1,2,3,6-tetrahydropyrimidin-1-yl]phenoxy}-2-pyridyloxy]propionate, 6.19 g of copper (I) chloride, 12.61 g of copper (II) chloride, and 120 ml of acetonitrile at room temperature, and the mixture was stirred for 3 hours. The reaction mixture was poured into a mixture of ice and hydrochloric acid, and the mixture was extracted... Reactants: CCO, CN(C)C=O, ClCc1ccc(Cl)nc1, NCc1ccc(Cl)nc1, [K+], O=C1NC(=O)c2ccccc21, [OH-]. Product: O=C1c2ccccc2C(=O)N1Cc1ccc(Cl)nc1. Reaction SMILES: [CH3:32][CH2:33][OH:34].[CH3:35][N:36]([CH3:37])[CH:38]=[O:39].[Cl:10][c:11]1[cH:12][cH:13][c:14]([CH2:15][Cl:16])[cH:17][n:18]1.[Cl:1][c:2]1[n:3][cH:4][c:5]([CH2:8][NH2:9])[cH:6][cH:7]1.[K+:31].[O:19]=[C:20]1[NH:21][C:22](=[O:23])[c:24]2[cH:25][cH:26][cH:27][cH:28][c:29]21.[OH-:30]>>[Cl:1][c:2]1[n:3][cH:4][c:5]([CH2:8][N:9]2[C:20](=[O:19])[c:29]3[c:24]([cH:25][cH:26][cH:27][cH:28]3)[C:22]2=[O:23])[cH:6][cH:7]1.